Dataset: the Open Reaction Database (ORD), a public repository of structured organic reaction records. Task: describe an organic reaction: reactants, conditions, products, and yield The reactants are Cn1ncc(Br)c1-c1cc(NC(=O)Nc2ccc(Cl)cc2)ccc1O, C1CCOC1, OCCc1ccncc1, c1ccc(P(c2ccccc2)c2ccccc2)cc1. The product is Cn1ncc(Br)c1-c1cc(NC(=O)Nc2ccc(Cl)cc2)ccc1OCCc1ccncc1. As a reaction SMILES: [Br:1][c:2]1[c:3](-[c:8]2[cH:9][c:10]([NH:15][C:16](=[O:17])[NH:18][c:19]3[cH:20][cH:21][c:22]([Cl:25])[cH:23][cH:24]3)[cH:11][cH:12][c:13]2[OH:14])[n:4]([CH3:7])[n:5][cH:6]1.[CH2:54]1[O:55][CH2:56][CH2:57][CH2:58]1.[OH:26][CH2:27][CH2:28][c:29]1[cH:30][cH:31][n:32][cH:33][cH:34]1.[c:35]1([P:36]([c:37]2[cH:38][cH:39][cH:40][cH:41][cH:42]2)[c:43]2[cH:44][cH:45][cH:46][cH:47][cH:48]2)[cH:49][cH:50][cH:51][cH:52][cH:53]1>>[Br:1][c:2]1[c:3](-[c:8]2[cH:9][c:10]([NH:15][C:16](=[O:17])[NH:18][c:19]3[cH:20][cH:21][c:22]([Cl:25])[cH:23][cH:24]3)[cH:11][cH:12][c:13]2[O:14][CH2:27][CH2:28][c:29]2[cH:30][cH:31][n:32][cH:33][cH:34]2)[n:4]([CH3:7])[n:5][cH:6]1. Product: C(C)(C)(C)N1N=C(C=C1C1=CC=C(C=C1)OC)CCCN1CCN(CC1)C(C1=CC=C(C=C1)F)C1=CC=C(C=C1)F (1-(3-(1-tert-butyl-5-(4-methoxyphenyl)-1H-pyrazol-3-yl)propyl)-4-(bis(4-fluorophenyl)methyl)piperazine). Reaction SMILES: [C:1]([N:5]1[C:9]([C:10]2[CH:15]=[CH:14][C:13]([O:16][CH3:17])=[CH:12][CH:11]=2)=[CH:8][C:7]([CH2:18][CH2:19][CH:20]=O)=[N:6]1)([CH3:4])([CH3:3])[CH3:2].[F:22][C:23]1[CH:28]=[CH:27][C:26]([CH:29]([C:36]2[CH:41]=[CH:40][C:39]([F:42])=[CH:38][CH:37]=2)[N:30]2[CH2:35][CH2:34][NH:33][CH2:32][CH2:31]2)=[CH:25][CH:24]=1.CCN(C(C)C)C(C)C.[BH-](OC(C)=O)(OC(C)=O)OC(C)=O.[Na+]>>[C:1]([N:5]1[C:9]([C:10]2[CH:15]=[CH:14][C:13]([O:16][CH3:17])=[CH:12][CH:11]=2)=[CH:8][C:7]([CH2:18][CH2:19][CH2:20][N:33]2[CH2:32][CH2:31][N:30]([CH:29]([C:36]3[CH:41]=[CH:40][C:39]([F:42])=[CH:38][CH:37]=3)[C:26]3[CH:25]=[CH:24][C:23]([F:22])=[CH:28][CH:27]=3)[CH2:35][CH2:34]2)=[N:6]1)([CH3:2])([CH3:4])[CH3:3] |f:3.4|. Procedure details: 141 mg (80%) of target compound was obtained by using a method same as in Example 1 by using 3-(1-tert-butyl-5-(4-methoxyphenyl)-1H-pyrazol-3-yl)propanal (85 mg, 0.297 mmol), 1-(bis(4-fluorophenyl)methyl)piperazine (86 mg, 0.297 mmol), DIPEA (0.078 mL, 0.446 mmol) and NaBH(OAc)3 (189 mg, 0.891 mmol). The reactants are C(C)(C)(C)N1N=C(C=C1C1=CC=C(C=C1)OC)CCC=O (3-(1-tert-butyl-5-(4-methoxyphenyl)-1H-pyrazol-3-yl)propanal), [BH-](OC(=O)C)(OC(=O)C)OC(=O)C.[Na+] (NaBH(OAc)3), FC1=CC=C(C=C1)C(N1CCNCC1)C1=CC=C(C=C1)F (1-(bis(4-fluorophenyl)methyl)piperazine), CCN(C(C)C)C(C)C (DIPEA). Starting materials: NCCC1=CNC2=CC=C(C=C12)O (3-(2-amino-ethyl)-1H-indol-5-ol), N1C=NC=C1 (imidazole), C(C)(C)[Si](C(C)C)(C(C)C)Cl (triisopropylsilyl chloride). Run in CN(C=O)C (N,N-dimethylformamide), C(C)(=O)OCC (ethyl acetate). Product: C(C)(C)[Si](OC=1C=C2C(=CNC2=CC1)CCN)(C(C)C)C(C)C (2-(5-triisopropylsilanyloxy-1H-indol-3-yl)-ethylamine). RXN SMILES: [NH2:1][CH2:2][CH2:3][C:4]1[C:12]2[C:7](=[CH:8][CH:9]=[C:10]([OH:13])[CH:11]=2)[NH:6][CH:5]=1.N1C=CN=C1.[CH:19]([Si:22](Cl)([CH:26]([CH3:28])[CH3:27])[CH:23]([CH3:25])[CH3:24])([CH3:21])[CH3:20]>CN(C)C=O.C(OCC)(=O)C>[CH:19]([Si:22]([CH:26]([CH3:28])[CH3:27])([CH:23]([CH3:25])[CH3:24])[O:13][C:10]1[CH:11]=[C:12]2[C:7](=[CH:8][CH:9]=1)[NH:6][CH:5]=[C:4]2[CH2:3][CH2:2][NH2:1])([CH3:21])[CH3:20]. Procedure: A solution of 3-(2-amino-ethyl)-1H-indol-5-ol (3.0 g), imidazole (9.6 g), and triisopropylsilyl chloride (4.5 mL) was stirred in 20 mL N,N-dimethylformamide for 6 h. The solution was diluted with 100 mL of ethyl acetate and washed with 100 mL of sodium carbonate and 100 mL of saturated sodium chloride (3 times). The organic phase was dried over sodium sulfate and the solvent was evaporated. Silica gel chromatography (2% methyl alcohol in dichloromethane) gave 2-(5-triisopropylsilanyloxy-1H-indol... Reactants: BrC1=C2CCN(CC2=C(C(=C1)[N+](=O)[O-])N)CCC1=CC=CC=C1 (5-Bromo-1,2,3,4-tetrahydro-7-nitro-2-(2-phenylethyl)-8-isoquinolinamine). Reagents/catalysts: [Ni] (RaNi). Solvent: C1CCOC1 (THF). Product: BrC1=C2CCN(CC2=C(C(=C1)N)N)CCC1=CC=CC=C1 (5-Bromo-1,2,3,4-tetrahydro-2-(2-phenylethyl)-7,8-isoquinolinediamine). Isolated yield 98.0%. As a reaction SMILES: [Br:1][C:2]1[CH:11]=[C:10]([N+:12]([O-])=O)[C:9]([NH2:15])=[C:8]2[C:3]=1[CH2:4][CH2:5][N:6]([CH2:16][CH2:17][C:18]1[CH:23]=[CH:22][CH:21]=[CH:20][CH:19]=1)[CH2:7]2>C1COCC1.[Ni]>[Br:1][C:2]1[CH:11]=[C:10]([NH2:12])[C:9]([NH2:15])=[C:8]2[C:3]=1[CH2:4][CH2:5][N:6]([CH2:16][CH2:17][C:18]1[CH:23]=[CH:22][CH:21]=[CH:20][CH:19]=1)[CH2:7]2. Procedure: A solution of the product from Example 9 (0.6 g, 1. mmol) in THF (50 mL) was stirred over RaNi under a hydrogen balloon for 40 mins. The catalyst was filtered off and concentrated under vacuum to give the title compound (0.54 y, 98% yield) as a pink solid. Run in CCCCCC (n-hexane), CCOCC (ether), CCOCC (ether). Procedure details: To a solution of indane (240 g) in dry ether (1 l) was slowly added, with stirring under a nitrogen atmosphere, 2.2 M solution (1 l) of n-butyllithium in n-hexane at -40° C over an hour. After 15 minutes, to this solution was added chloromethyl methyl ether (170 g) in dry ether (150 ml) under nitrogen at -55° C over 30 minutes. After stirring for another 30 minutes, water (1 l) was added with efficient stirring. The ether layer was separated, the aqueous phase extracted with ether (100 ml) twice... Reactants: solution, C(CCC)[Li] (n-butyllithium), COCCl (chloromethyl methyl ether), O (water), C1CCC2=CC=CC=C12 (indane). Conditions: time 15 minute. The product is COCC1C=CC2=CC=CC=C12 (1-methoxymethyl indene). Isolated yield 78.0%. RXN SMILES: [CH2:1]1[C:9]2[C:4](=[CH:5][CH:6]=[CH:7][CH:8]=2)[CH2:3][CH2:2]1.C([Li])CCC.[CH3:15][O:16][CH2:17]Cl.O>CCOCC.CCCCCC>[CH3:15][O:16][CH2:17][CH:1]1[C:9]2[C:4](=[CH:5][CH:6]=[CH:7][CH:8]=2)[CH:3]=[CH:2]1. Starting materials: [N+](=O)([O-])C=1C=C(C(=CC1)SC1=CC=CC=C1)CC#N (3-nitro-6-(phenylthio)-phenylacetonitrile), O (water), S(O)(O)(=O)=O (sulphuric acid). The solvent is C(C)(=O)O (acetic acid). The product is C1(=CC=CC=C1)CC(=O)O (phenylacetic acid). Reaction SMILES: [N+]([C:4]1[CH:5]=[C:6]([CH2:17][C:18]#N)[C:7](SC2C=CC=CC=2)=[CH:8][CH:9]=1)([O-])=O.[OH2:20].S(=O)(=O)(O)[OH:22]>C(O)(=O)C>[C:6]1([CH2:17][C:18]([OH:22])=[O:20])[CH:7]=[CH:8][CH:9]=[CH:4][CH:5]=1. Procedure details: 210.3 g of 3-nitro-6-(phenylthio)-phenylacetonitrile, 210 ml of water, 210 ml of concentrated sulphuric acid and 210 ml of acetic acid are heated to reflux for 20 hours. The mixture is cooled and extracted with ether. The organic phase is washed successively with water and aqueous sodium carbonate solution. The aqueous phase is made acid with hydrochloric acid and extracted with ethyl acetate. The organic phase is washed with water, dried over magnesium sulphate, evaporated under reduced pressur... Starting materials: C(CC(O)(C(=O)O)CC(=O)O)(=O)O (citric acid), CC(C[C@H](C(C(=O)OCC1=CC=CC=C1)(C(=O)OC(C)(C)C)CC=C)C(=O)OCC1=CC=CC=C1)C (1,2-dibenzyl 1-tert.butyl 4-methyl-1-(prop-2-en-1-yl)-1,1,2(R)-pentanetricarboxylate), [OH-].[Na+] (sodium hydroxide), OO (hydrogen peroxide). Solvent: C(C)OCC (diethyl ether), O (water). Run at time 2 hour. Yields the product OCCCC([C@@H](CC(C)C)C(=O)OCC1=CC=CC=C1)(C(=O)OCC1=CC=CC=C1)C(=O)OC(C)(C)C (1,2-dibenzyl 1-tert.butyl 1-(3-hydroxypropyl)-4-methyl-1,1,2(R)-pentanetricarboxylate). Reaction SMILES: [CH3:1][CH:2]([CH3:36])[CH2:3][C@@H:4]([C:26]([O:28][CH2:29][C:30]1[CH:35]=[CH:34][CH:33]=[CH:32][CH:31]=1)=[O:27])[C:5]([CH2:23][CH:24]=[CH2:25])([C:16]([O:18][C:19]([CH3:22])([CH3:21])[CH3:20])=[O:17])[C:6]([O:8][CH2:9][C:10]1[CH:15]=[CH:14][CH:13]=[CH:12][CH:11]=1)=[O:7].[OH-].[Na+].OO.C(O)(=O)CC(CC(O)=O)(C(O)=O)[OH:44]>C(OCC)C.O>[OH:44][CH2:25][CH2:24][CH2:23][C:5]([C:16]([O:18][C:19]([CH3:22])([CH3:21])[CH3:20])=[O:17])([C:6]([O:8][CH2:9][C:10]1[CH:15]=[CH:14][CH:13]=[CH:12][CH:11]=1)=[O:7])[C@H:4]([C:26]([O:28][CH2:29][C:30]1[CH:31]=[CH:32][CH:33]=[CH:34][CH:35]=1)=[O:27])[CH2:3][CH:2]([CH3:36])[CH3:1] |f:1.2|. Procedure details: A solution of 2.47 g of 1,2-dibenzyl 1-tert.butyl 4-methyl-1-(prop-2-en-1-yl)-1,1,2(R)-pentanetricarboxylate in 5 ml of dry diethyl ether was cooled to 0° and 0.325 ml of monochloroborane-methyl sulphide complex was added. The mixture was stirred at room temperature for 2 hours, then cooled to 0° and 0.5 ml of water, 2.3 ml of 1.5M aqueous sodium hydroxide solution and 2.3 ml of 30% aqueous hydrogen peroxide were added. The mixture was stirred at room temperature for 3 hours and then acidified w...